Dataset: the Open Reaction Database (ORD), a public repository of structured organic reaction records. Task: describe an organic reaction: reactants, conditions, products, and yield The reactants are CCC(C)C(N)C(=O)O, Cc1ccc(C(=O)Cl)cc1. The product is CCC(C)C(NC(=O)c1ccc(C)cc1)C(=O)O. As a reaction SMILES: [NH2:1][CH:2]([CH:3]([CH3:4])[CH2:5][CH3:6])[C:7](=[O:8])[OH:9].[c:10]1([CH3:19])[cH:11][cH:12][c:13]([C:16](=[O:17])[Cl:18])[cH:14][cH:15]1>>[NH:1]([CH:2]([CH:3]([CH3:4])[CH2:5][CH3:6])[C:7](=[O:8])[OH:9])[C:16]([c:13]1[cH:12][cH:11][c:10]([CH3:19])[cH:15][cH:14]1)=[O:17]. Starting materials: CC(C)(C)OC(=O)N1CCc2c(cccc2Oc2cc(Cl)ccc2[N+](=O)[O-])C1, C, CCOC(C)=O, [Pd]. The product is CC(C)(C)OC(=O)N1CCc2c(cccc2Oc2cc(Cl)ccc2N)C1. Reaction SMILES: [C:1]([CH3:2])([CH3:3])([CH3:4])[O:5][C:6](=[O:7])[N:8]1[CH2:9][c:10]2[cH:11][cH:12][cH:13][c:14]([O:18][c:19]3[c:20]([N+:26]([O-:27])=[O:28])[cH:21][cH:22][c:23]([Cl:25])[cH:24]3)[c:15]2[CH2:16][CH2:17]1.[C:30].[CH3:31][CH2:32][O:33][C:34](=[O:35])[CH3:36].[Pd:29]>>[C:1]([CH3:2])([CH3:3])([CH3:4])[O:5][C:6](=[O:7])[N:8]1[CH2:9][c:10]2[cH:11][cH:12][cH:13][c:14]([O:18][c:19]3[c:20]([NH2:26])[cH:21][cH:22][c:23]([Cl:25])[cH:24]3)[c:15]2[CH2:16][CH2:17]1. Starting materials: C1COCCN1, Nc1c2c(nc3ccccc13)CCCC2, Cc1ccccc1, O=Cc1ccccc1Cl. Yields the product Clc1ccccc1C=Nc1c2c(nc3ccccc13)CCCC2. Reaction SMILES: [CH2:16]1[NH:17][CH2:18][CH2:19][O:20][CH2:21]1.[CH2:1]1[CH2:2][CH2:3][CH2:4][c:5]2[n:6][c:7]3[cH:8][cH:9][cH:10][cH:11][c:12]3[c:13]([NH2:15])[c:14]21.[CH3:31][c:32]1[cH:33][cH:34][cH:35][cH:36][cH:37]1.[Cl:22][c:23]1[c:24]([CH:25]=[O:26])[cH:27][cH:28][cH:29][cH:30]1>>[CH2:1]1[CH2:2][CH2:3][CH2:4][c:5]2[n:6][c:7]3[cH:8][cH:9][cH:10][cH:11][c:12]3[c:13]([N:15]=[CH:25][c:24]3[c:23]([Cl:22])[cH:30][cH:29][cH:28][cH:27]3)[c:14]21. Reaction SMILES: [C:21](=[O:22])([O-:23])[O-:24].[C:35]([O-:36])(=[O:37])[CH3:38].[C:40]([O-:41])(=[O:42])[CH3:43].[CH3:44][c:45]1[cH:46][cH:47][cH:48][cH:49][cH:50]1.[ClH:1].[Cs+:25].[Cs+:26].[F:27][c:28]1[cH:29][cH:30][c:31]([I:34])[cH:32][cH:33]1.[NH2:2][c:3]1[c:4]([C:5](=[O:6])[O:7][CH3:8])[cH:9][cH:10][c:11]([CH2:13][S:14][c:15]2[cH:16][cH:17][cH:18][cH:19][cH:20]2)[cH:12]1.[Pd+2:39]>>[NH:2]([c:3]1[c:4]([C:5](=[O:6])[O:7][CH3:8])[cH:9][cH:10][c:11]([CH2:13][S:14][c:15]2[cH:16][cH:17][cH:18][cH:19][cH:20]2)[cH:12]1)[c:31]1[cH:30][cH:29][c:28]([F:27])[cH:33][cH:32]1. Yields the product COC(=O)c1ccc(CSc2ccccc2)cc1Nc1ccc(F)cc1. Starting materials: O=C([O-])[O-], CC(=O)[O-], CC(=O)[O-], Cc1ccccc1, Cl, [Cs+], [Cs+], Fc1ccc(I)cc1, COC(=O)c1ccc(CSc2ccccc2)cc1N, [Pd+2]. The reactants are ClC=1C=NC(=C(C=O)C1)F (5-chloro-2-fluoronicotinaldehyde), CC(C)(C(C)(O)C)O (2,3-dimethylbutane-2,3-diol), O.C1(=CC=C(C=C1)S(=O)(=O)O)C (p-toluene sulfonic acid mono hydrate). Run in C1(=CC=CC=C1)C (toluene), CCOC(=O)C (EtOAc). The product is ClC=1C=C(C(=NC1)F)C1OC(C(O1)(C)C)(C)C (5-chloro-2-fluoro-3-(4,4,5,5-tetramethyl-1,3-dioxolan-2-yl)pyridine). As a reaction SMILES: [Cl:1][C:2]1[CH:3]=[N:4][C:5]([F:10])=[C:6]([CH:9]=1)[CH:7]=[O:8].[CH3:11][C:12](O)([C:14]([CH3:17])([OH:16])[CH3:15])[CH3:13].O.C1(C)C=CC(S(O)(=O)=O)=CC=1>C1(C)C=CC=CC=1.CCOC(C)=O>[Cl:1][C:2]1[CH:9]=[C:6]([CH:7]2[O:16][C:14]([CH3:17])([CH3:15])[C:12]([CH3:13])([CH3:11])[O:8]2)[C:5]([F:10])=[N:4][CH:3]=1 |f:2.3|. Reported procedure: A flask fitted with a Dean-Stark trap was charged with a solution of 5-chloro-2-fluoronicotinaldehyde, 27, (8.95 g, 56.10 mmol) and 2,3-dimethylbutane-2,3-diol (8.00 g, 67.70 mmol) and p-toluene sulfonic acid mono hydrate (0.54 g, 2.81 mmol) in toluene (250 mL) and heated to vigorous reflux for 3 hr. The mixture was cooled, diluted with EtOAc, washed with NaHCO3 (2×) and brine (1×). The organic phase was dried over Na2SO4, filtered through a silica plug and concentrated in vacuo. A crystalline s... Run in CC(=O)C (acetone). Product: C(=O)C1=C(OCC(=O)OC)C=C(C=C1)C (methyl (2-formyl-5-methylphenoxy)acetate). RXN SMILES: [CH3:1][C:2]1[CH:3]=[C:4]([OH:10])[C:5](=[CH:8][CH:9]=1)[CH:6]=[O:7].Br[CH2:12][C:13]([O:15][CH3:16])=[O:14].C(=O)([O-])[O-].[K+].[K+]>CC(C)=O>[CH:6]([C:5]1[CH:8]=[CH:9][C:2]([CH3:1])=[CH:3][C:4]=1[O:10][CH2:12][C:13]([O:15][CH3:16])=[O:14])=[O:7] |f:2.3.4|. The yield is 91.8%. Procedure: By the method of Example 1, Step H, 8,27 g (0.060 mole) of 4-methylsalicylaldehyde (Example 1, Step G) and 11.15 g (0.073 mole) of methyl bromoacetate were reacted in the presence of 10.1 g (0.073 mole) of anhydrous potassium carbonate in 150 mL of acetone, yielding 11.47 g of methyl (2-formyl-5-methylphenoxy)acetate as a white solid, m. p. 63°-64° C. The NMR was consistent with the proposed structure. Starting materials: CC=1C=C(C(C=O)=CC1)O (4-methylsalicylaldehyde), BrCC(=O)OC (methyl bromoacetate), C([O-])([O-])=O.[K+].[K+] (potassium carbonate). Reactants: OCCCCCCCCCCCCCCCBr, CC(C)(C)[Si](C)(C)Cl, ClCCl, CN(C)C, CN(C)c1ccccn1, [Cl-], [NH4+]. Yields the product CC(C)(C)[Si](C)(C)OCCCCCCCCCCCCCCCBr. RXN SMILES: [Br:1][CH2:2][CH2:3][CH2:4][CH2:5][CH2:6][CH2:7][CH2:8][CH2:9][CH2:10][CH2:11][CH2:12][CH2:13][CH2:14][CH2:15][CH2:16][OH:17].[C:22]([CH3:23])([CH3:24])([CH3:25])[Si:26]([CH3:27])([CH3:28])[Cl:29].[CH2:41]([Cl:42])[Cl:43].[CH3:18][N:19]([CH3:20])[CH3:21].[CH3:30][N:31]([c:32]1[cH:33][cH:34][cH:35][cH:36][n:37]1)[CH3:38].[Cl-:39].[NH4+:40]>>[Br:1][CH2:2][CH2:3][CH2:4][CH2:5][CH2:6][CH2:7][CH2:8][CH2:9][CH2:10][CH2:11][CH2:12][CH2:13][CH2:14][CH2:15][CH2:16][O:17][Si:26]([C:22]([CH3:23])([CH3:24])[CH3:25])([CH3:27])[CH3:28]. Reactants: CC(C)(C)OC(=O)N1CC2CNCC2C1, CN1CCCC1=O, Clc1nc2ccc(-c3ccccc3)cc2[nH]1. Yields the product CC(C)(C)OC(=O)N1CC2CN(c3nc4ccc(-c5ccccc5)cc4[nH]3)CC2C1. Reaction SMILES: [C:17]([CH3:18])([CH3:19])([CH3:20])[O:21][C:22](=[O:23])[N:24]1[CH2:25][CH:26]2[CH2:27][NH:28][CH2:29][CH:30]2[CH2:31]1.[CH3:32][N:33]1[CH2:34][CH2:35][CH2:36][C:37]1=[O:38].[Cl:1][c:2]1[nH:3][c:4]2[c:5]([n:6]1)[cH:7][cH:8][c:9](-[c:11]1[cH:12][cH:13][cH:14][cH:15][cH:16]1)[cH:10]2>>[c:2]1([N:28]2[CH2:27][CH:26]3[CH2:25][N:24]([C:22]([O:21][C:17]([CH3:18])([CH3:19])[CH3:20])=[O:23])[CH2:31][CH:30]3[CH2:29]2)[nH:3][c:4]2[c:5]([n:6]1)[cH:7][cH:8][c:9](-[c:11]1[cH:12][cH:13][cH:14][cH:15][cH:16]1)[cH:10]2. Reactants: [N+](=O)([O-])C1=CC=C(C=O)C=C1 (p-nitrobenzaldehyde), [H-].[Na+] (sodium hydride), CCOC(=O)/C=C/CP(=O)(OCC)OCC (Triethyl 4-phosphonocrotonate). Solvent: C1(=CC=CC=C1)C.O1CCCC1 (toluene tetrahydrofuran). Yields the product C(C)OC(C=CC=CC1=CC=C(C=C1)[N+](=O)[O-])=O (5-(p-nitrophenyl)-penta-2,4-dienoic acid ethyl ester). RXN SMILES: [CH3:1][CH2:2][O:3][C:4](/[CH:6]=[CH:7]/[CH2:8]P(OCC)(OCC)=O)=[O:5].[N+:17]([C:20]1[CH:27]=[CH:26][C:23]([CH:24]=O)=[CH:22][CH:21]=1)([O-:19])=[O:18].[H-].[Na+]>C1(C)C=CC=CC=1.O1CCCC1>[CH2:2]([O:3][C:4](=[O:5])[CH:6]=[CH:7][CH:8]=[CH:24][C:23]1[CH:26]=[CH:27][C:20]([N+:17]([O-:19])=[O:18])=[CH:21][CH:22]=1)[CH3:1] |f:2.3,4.5|. Procedure: Triethyl 4-phosphonocrotonate is condensed with p-nitrobenzaldehyde in the presence of sodium hydride in toluene/tetrahydrofuran to yield 5-(p-nitrophenyl)-penta-2,4-dienoic acid ethyl ester, m.p. 150°-152°. Hydrogenation in ethyl acetate at one atmosphere pressure and room temperature using Adams catalyst yields ethyl 5-(4-amino-phenyl)-valerate. Condensation with acetonylacetone yields ethyl 5-[4-(2,5-dimethyl-1H-pyrrol-1-yl)-phenyl]-valerate. Run at temperature 50 celsius, time 6 hour. RXN SMILES: [F:1][C:2]1[CH:30]=[CH:29][C:5]([CH2:6][CH2:7][N:8]2[CH2:13][CH2:12][CH:11]([N:14]3[C:22]4[C:17](=[CH:18][CH:19]=[C:20]([CH2:23][C:24](=[O:28])[NH:25][CH2:26][CH3:27])[CH:21]=4)[CH2:16][CH2:15]3)[CH2:10][CH2:9]2)=[CH:4][CH:3]=1>C(Cl)(Cl)Cl.[O-2].[O-2].[Mn+4]>[F:1][C:2]1[CH:3]=[CH:4][C:5]([CH2:6][CH2:7][N:8]2[CH2:9][CH2:10][CH:11]([N:14]3[C:22]4[C:17](=[CH:18][CH:19]=[C:20]([CH2:23][C:24](=[O:28])[NH:25][CH2:26][CH3:27])[CH:21]=4)[CH:16]=[CH:15]3)[CH2:12][CH2:13]2)=[CH:29][CH:30]=1 |f:2.3.4|. Run in C(Cl)(Cl)Cl (chloroform). The reagents and catalysts are [O-2].[O-2].[Mn+4] (manganese dioxide). The yield is 80.9%. Starting materials: FC1=CC=C(CCN2CCC(CC2)N2CCC3=CC=C(C=C23)CC(NCC)=O)C=C1 (1-[1-(4-fluorophenethyl)piperidin-4-yl]-6-(ethylcarbamoylmethyl)indoline). Yields the product FC1=CC=C(CCN2CCC(CC2)N2C=CC3=CC=C(C=C23)CC(NCC)=O)C=C1 (1-[1-(4-fluorophenethyl)piperidin-4-yl]-6-(ethylcarbamoylmethyl)indole). Reported procedure: A suspension of 1-[1-(4-fluorophenethyl)piperidin-4-yl]-6-(ethylcarbamoylmethyl)indoline (0.41 g) obtained in Example 149 and active manganese dioxide (0.40 g) in chloroform (30 ml) was vigorously stirred at 50° C. for 6 hr. Then the reaction mixtures were filtered through celite and the residue was washed with chloroform. After concentrating the filtrate under reduced pressure, the residue was recrystallized from chloroform/hexane to give the title compound (0.33 g) as white needles (yield: 89....